Dataset: the Open Reaction Database (ORD), a public repository of structured organic reaction records. Task: describe an organic reaction: reactants, conditions, products, and yield Starting materials: C(C(=C)C)(=O)O (methacrylic acid), C(C=C)(=O)OCCCC (n-butyl acrylate), C(C(=C)C)(=O)OC (methyl methacrylate), N(=NC(C#N)(CC(C)(OC)C)C)C(C#N)(CC(C)(C)OC)C (2,2'-azobis(4-methoxy-2,4-dimethylvaleronitrile)), C(CCCCCCCCCCC)S (n-dodecylmercaptan), polystyrene. Run in O1CCOCC1 (dioxane), CCCCCC (n-hexane). The product is C(C(=C)C)(=O)O.C(C=C)(=O)OCCCC.C(C(=C)C)(=O)OC (methacrylic acid n-butyl acrylate methyl methacrylate). The yield is 68.5%. Reaction SMILES: [C:1]([OH:6])(=[O:5])[C:2]([CH3:4])=[CH2:3].[C:7]([O:11][CH2:12][CH2:13][CH2:14][CH3:15])(=[O:10])[CH:8]=[CH2:9].[C:16]([O:21][CH3:22])(=[O:20])[C:17]([CH3:19])=[CH2:18].N(C(C)(CC(OC)(C)C)C#N)=NC(C)(CC(C)(OC)C)C#N.C(S)CCCCCCCCCCC>CCCCCC.O1CCOCC1>[C:1]([OH:6])(=[O:5])[C:2]([CH3:4])=[CH2:3].[C:7]([O:11][CH2:12][CH2:13][CH2:14][CH3:15])(=[O:10])[CH:8]=[CH2:9].[C:16]([O:21][CH3:22])(=[O:20])[C:17]([CH3:19])=[CH2:18] |f:7.8.9|. Reported procedure: Into a 1 l four-necked flask, 10.0 g of methacrylic acid, 15.0 g of n-butyl acrylate, 25.0 g of methyl methacrylate, 10.0 g of 2,2'-azobis(4-methoxy-2,4-dimethylvaleronitrile), 5.0 g of n-dodecylmercaptan and 500 ml of dioxane were charged, dissolved and stirred. Then, stirring was continued under a nitrogen stream at 70° C. for 6 hours. The reaction solution was put into n-hexane to precipitate the resin. Purification was repeated with tetrahydrofuran/n-hexane, and then vacuum drying was conduc... Starting materials: O=C([O-])[O-], CSCCl, CC(C)C(C)(c1ccc(-c2cncc(O)c2)cc1)c1ccc(-c2ccc(C(F)(F)F)nn2)cn1, [Cs+], [Cs+], CN(C)C=O. Product: CSCOc1cncc(-c2ccc(C(C)(c3ccc(-c4ccc(C(F)(F)F)nn4)cn3)C(C)C)cc2)c1. RXN SMILES: [C:39](=[O:40])([O-:41])[O-:42].[CH3:1][S:2][CH2:3][Cl:4].[CH3:5][C:6]([CH:7]([CH3:8])[CH3:9])([c:10]1[n:11][cH:12][c:13](-[c:16]2[n:17][n:18][c:19]([C:22]([F:23])([F:24])[F:25])[cH:20][cH:21]2)[cH:14][cH:15]1)[c:26]1[cH:27][cH:28][c:29](-[c:32]2[cH:33][c:34]([OH:38])[cH:35][n:36][cH:37]2)[cH:30][cH:31]1.[Cs+:43].[Cs+:44].[O:45]=[CH:46][N:47]([CH3:48])[CH3:49]>>[CH3:1][S:2][CH2:3][O:38][c:34]1[cH:33][c:32](-[c:29]2[cH:28][cH:27][c:26]([C:6]([CH3:5])([CH:7]([CH3:8])[CH3:9])[c:10]3[n:11][cH:12][c:13](-[c:16]4[n:17][n:18][c:19]([C:22]([F:23])([F:24])[F:25])[cH:20][cH:21]4)[cH:14][cH:15]3)[cH:31][cH:30]2)[cH:37][n:36][cH:35]1. The reactants are NC=1C(N(C(N(C1N)CCC)=O)CCC)=O (5,6-diamino-1,3-dipropyluracil), BrC=1C=C(C=CC(=O)O)C=C(C1OC)OC (3-bromo-4,5-dimethoxycinnamic acid). Product: BrC=1C=C(/C=C/C2=NC=3N(C(N(C(C3N2)=O)CCC)=O)CCC)C=C(C1OC)OC ((E)-8-(3-Bromo-4,5-dimethoxystyryl)-1,3-dipropylxanthine). The yield is 66.6%. Reaction SMILES: [NH2:1][C:2]1[C:3](=[O:16])[N:4]([CH2:13][CH2:14][CH3:15])[C:5](=[O:12])[N:6]([CH2:9][CH2:10][CH3:11])[C:7]=1[NH2:8].[Br:17][C:18]1[CH:19]=[C:20]([CH:26]=[C:27]([O:31][CH3:32])[C:28]=1[O:29][CH3:30])[CH:21]=[CH:22][C:23](O)=O>>[Br:17][C:18]1[CH:19]=[C:20]([CH:26]=[C:27]([O:31][CH3:32])[C:28]=1[O:29][CH3:30])/[CH:21]=[CH:22]/[C:23]1[NH:1][C:2]2[C:3](=[O:16])[N:4]([CH2:13][CH2:14][CH3:15])[C:5](=[O:12])[N:6]([CH2:9][CH2:10][CH3:11])[C:7]=2[N:8]=1. Procedure details: Substantially the same procedure as in Reference Example 1 was repeated using 1.5 g (6.64 mmol) of 5,6-diamino-1,3-dipropyluracil and 2.10 g (7.31 mmol) of 3-bromo-4,5-dimethoxycinnamic acid. Then, the resultant crude crystals were recrystallized from dioxane/water to give 2.11 g (yield 67%) of Compound 59 as white needles.